Dataset: the Open Reaction Database (ORD), a public repository of structured organic reaction records. Task: describe an organic reaction: reactants, conditions, products, and yield The reactants are CC(=O)[O-], CC(=O)[O-], [Cu+2], CC(C)n1nccc1N, CN(C)C=O, O, O=C(O)c1ccccc1I. The product is CC(C)n1nccc1Nc1ccccc1C(=O)O. As a reaction SMILES: [C:26]([O-:27])(=[O:28])[CH3:29].[C:31]([O-:32])(=[O:33])[CH3:34].[Cu+2:30].[NH2:11][c:12]1[cH:13][cH:14][n:15][n:16]1[CH:17]([CH3:18])[CH3:19].[O:20]=[CH:21][N:22]([CH3:23])[CH3:24].[OH2:25].[OH:1][C:2](=[O:3])[c:4]1[cH:5][cH:6][cH:7][cH:8][c:9]1[I:10]>>[OH:1][C:2](=[O:3])[c:4]1[cH:5][cH:6][cH:7][cH:8][c:9]1[NH:11][c:12]1[cH:13][cH:14][n:15][n:16]1[CH:17]([CH3:18])[CH3:19]. The reactants are [Cl-] (chloride), O1CCOCC1 (dioxan), Cl (hydrogen chloride), COC([C@H](CC1=CC=C(C=C1)N1C(N(C=CC1=O)C)=O)NC(=O)OC(C)(C)C)=O ((2S)-2-(t-butoxycarbonylamino)-3-[4-(1-methyluracil-3-yl)phenyl]propionic acid methylester). Run in C(C)N(CC)CC (triethylamine), CN(C=O)C (dimethylformamide). Conditions: time 1 hour. Product: COC([C@H](CC1=CC=C(C=C1)N1C(N(C=CC1=O)C)=O)NC(C1=C(C=CC=C1Cl)Cl)=O)=O ((2S)-2-(2,6-dichlorobenzoylamino)-3-[4-(1-methyluracil-3-yl)phenyl]propionic acid methylester). RXN SMILES: O1[CH2:6][CH2:5]OCC1.[ClH:7].[CH3:8][O:9][C:10](=[O:36])[C@@H:11]([NH:28][C:29](OC(C)(C)C)=[O:30])[CH2:12][C:13]1[CH:18]=[CH:17][C:16]([N:19]2[C:24](=[O:25])[CH:23]=[CH:22][N:21]([CH3:26])[C:20]2=[O:27])=[CH:15][CH:14]=1.[Cl-:37]>C(N(CC)CC)C.CN(C)C=O>[CH3:8][O:9][C:10](=[O:36])[C@@H:11]([NH:28][C:29](=[O:30])[C:6]1[C:5]([Cl:7])=[CH:13][CH:12]=[CH:11][C:10]=1[Cl:37])[CH2:12][C:13]1[CH:18]=[CH:17][C:16]([N:19]2[C:24](=[O:25])[CH:23]=[CH:22][N:21]([CH3:26])[C:20]2=[O:27])=[CH:15][CH:14]=1. Reported procedure: 6 ml of dioxan solution including 4N hydrogen chloride was added to 86 mg of (2S)-2-(t-butoxycarbonylamino)-3-[4-(1-methyluracil-3-yl)phenyl]propionic acid methylester and stirred for 1 hour. 10 ml of dimethylformamide, 62 μl of triethylamine and 34 μl of 2,6-dichloromenzoyl chloride were added to the residual material obtained by removing the solvent and stirred for 30 minutes. The reaction solvent was diluted by ethyl acetate, washed with 1N hydrochloric acid, an aqueous solution of saturated ... Reactants: FC1=C(C=CC(=C1)F)[C@]1(OC1)[C@H](C)O ((1S)-1-[(2R)-2-(2,4-difluorophenyl)-2-oxiranyl]ethanol), COC1=CC=C(C=C1)N1CCN(CC1)C1=CC=C(C=C1)N1C(NN=C1)=O (4-[4-[4-(4-methoxyphenyl)-1-piperazinyl]phenyl]-3(2H,4H)-1,2,4-triazolone). Yields the product FC1=C(C=CC(=C1)F)[C@]1([C@@H](C)N2N=CN(C2=O)C2=CC=C(C=C2)N2CCN(CC2)C2=CC=C(C=C2)OC)CO1 (2-[(1R,2S)-2-(2,4-difluorophenyl)-2,3-epoxy-1-methylpropyl]-4-[4-[4-(4-methoxyphenyl)-1-piperazinyl]phenyl]-3(2H,4H)-1,2,4-triazolone). The yield is 30.4%. As a reaction SMILES: [F:1][C:2]1[CH:7]=[C:6]([F:8])[CH:5]=[CH:4][C:3]=1[C@:9]1([C@@H:12](O)[CH3:13])[CH2:11][O:10]1.[CH3:15][O:16][C:17]1[CH:22]=[CH:21][C:20]([N:23]2[CH2:28][CH2:27][N:26]([C:29]3[CH:34]=[CH:33][C:32]([N:35]4[CH:39]=[N:38][NH:37][C:36]4=[O:40])=[CH:31][CH:30]=3)[CH2:25][CH2:24]2)=[CH:19][CH:18]=1>>[F:1][C:2]1[CH:7]=[C:6]([F:8])[CH:5]=[CH:4][C:3]=1[C@:9]1([O:10][CH2:11]1)[C@H:12]([N:37]1[C:36](=[O:40])[N:35]([C:32]2[CH:33]=[CH:34][C:29]([N:26]3[CH2:27][CH2:28][N:23]([C:20]4[CH:21]=[CH:22][C:17]([O:16][CH3:15])=[CH:18][CH:19]=4)[CH2:24][CH2:25]3)=[CH:30][CH:31]=2)[CH:39]=[N:38]1)[CH3:13]. Reported procedure: In the same manner as in Reference Example 5, starting from 543 mg of (1S)-1-[(2R)-2-(2,4-difluorophenyl)-2-oxiranyl]ethanol and 809 mg of 4-[4-[4-(4-methoxyphenyl)-1-piperazinyl]phenyl]-3(2H,4H)-1,2,4-triazolone prepared by a method described in Journal of Medicinal Chemistry, vol. 27, page 894 (1984), 2-[(1R,2S)-2-(2,4-difluorophenyl)-2,3-epoxy-1-methylpropyl]-4-[4-[4-(4-methoxyphenyl)-1-piperazinyl]phenyl]-3(2H,4H)-1,2,4-triazolone (373 mg) was obtained as colorless prisms. The reactants are I.C1(=CC=CC=C1)N=C1SSC(=C1)SCC(=O)O ((3-phenylimino-1,2-dithiol-5-ylthio)-acetic acid hydroiodide), C([O-])(O)=O.[Na+] (Sodium bicarbonate), aqueous solution, Cl (hydrochloric acid). The solvent is O (water). Product: C1(=CC=CC=C1)N=C1SSC(=C1)SCC(=O)O ((3-phenylimino-1,2-dithiol-5-ylthio)-acetic acid). Reaction SMILES: I.[C:2]1([N:8]=[C:9]2[CH:13]=[C:12]([S:14][CH2:15][C:16]([OH:18])=[O:17])[S:11][S:10]2)[CH:7]=[CH:6][CH:5]=[CH:4][CH:3]=1.C(=O)(O)[O-].[Na+].Cl>O>[C:2]1([N:8]=[C:9]2[CH:13]=[C:12]([S:14][CH2:15][C:16]([OH:18])=[O:17])[S:11][S:10]2)[CH:3]=[CH:4][CH:5]=[CH:6][CH:7]=1 |f:0.1,2.3|. Reported procedure: The hydroiodide obtained as described above is suspended in distilled water (70 cc). Sodium bicarbonate (2.93 g) is added to this suspension: this gives a solution of pH 7, containing a very small amount of insoluble material, which is filtered off. The filtrate obtained is then acidified to pH 5 by adding a 1 N aqueous solution of hydrochloric acid (16.5 cc). The product which precipitates is filtered off and then washed with water (9×10 cc). After drying, (3-phenylimino-1,2-dithiol-5-ylthio)-a... Reactants: C(=O)([O-])[O-].[Na+].[Na+] (Na2CO3), C1(=CC=CC=C1)NC1CCC2=CC=CC(=C12)B1OC(C(O1)(C)C)(C)C (N-phenyl-7-(4,4,5,5-tetramethyl-1,3,2-dioxaborolan-2-yl)-2,3-dihydro-1H-inden-1-amine), BrC1=CC=CC(=N1)CNC1=C(C=CC=C1C(C)C)C(C)C (N-[(6-bromopyridin-2-yl)methyl]-2,6-diisopropylaniline), C1(=CC=CC=C1)C (toluene). The reagents and catalysts are C=1C=CC(=CC1)[P](C=2C=CC=CC2)(C=3C=CC=CC3)[Pd]([P](C=4C=CC=CC4)(C=5C=CC=CC5)C=6C=CC=CC6)([P](C=7C=CC=CC7)(C=8C=CC=CC8)C=9C=CC=CC9)[P](C=1C=CC=CC1)(C=1C=CC=CC1)C=1C=CC=CC1 (Pd(PPh3)4). Solvent: O (water), CO (methanol). Conditions: temperature 70 celsius, time 12 hour. Yields the product C(C)(C)C1=C(C(=CC=C1)C(C)C)NCC1=CC=CC(=N1)C=1C=CC=C2CCC(C12)NC1=CC=CC=C1 (7-(6-(((2,6-diisopropylphenyl)amino)methyl)pyridin-2-yl)-N-phenyl-2,3-dihydro-1H-inden-1-amine). Reaction SMILES: C([O-])([O-])=O.[Na+].[Na+].[C:7]1([NH:13][CH:14]2[C:22]3[C:17](=[CH:18][CH:19]=[CH:20][C:21]=3B3OC(C)(C)C(C)(C)O3)[CH2:16][CH2:15]2)[CH:12]=[CH:11][CH:10]=[CH:9][CH:8]=1.Br[C:33]1[N:38]=[C:37]([CH2:39][NH:40][C:41]2[C:46]([CH:47]([CH3:49])[CH3:48])=[CH:45][CH:44]=[CH:43][C:42]=2[CH:50]([CH3:52])[CH3:51])[CH:36]=[CH:35][CH:34]=1.C1(C)C=CC=CC=1>O.CO.C1C=CC([P]([Pd]([P](C2C=CC=CC=2)(C2C=CC=CC=2)C2C=CC=CC=2)([P](C2C=CC=CC=2)(C2C=CC=CC=2)C2C=CC=CC=2)[P](C2C=CC=CC=2)(C2C=CC=CC=2)C2C=CC=CC=2)(C2C=CC=CC=2)C2C=CC=CC=2)=CC=1>[CH:47]([C:46]1[CH:45]=[CH:44][CH:43]=[C:42]([CH:50]([CH3:52])[CH3:51])[C:41]=1[NH:40][CH2:39][C:37]1[N:38]=[C:33]([C:21]2[CH:20]=[CH:19][CH:18]=[C:17]3[C:22]=2[CH:14]([NH:13][C:7]2[CH:8]=[CH:9][CH:10]=[CH:11][CH:12]=2)[CH2:15][CH2:16]3)[CH:34]=[CH:35][CH:36]=1)([CH3:48])[CH3:49] |f:0.1.2,^1:66,68,87,106|. Procedure: A solution of 2.21 g (21.0 mmol) of Na2CO3 in a mixture of 80 ml of water and 25 ml of methanol was purged with argon for 30 min. The obtained solution was added to a mixture of 2.80 g (8.40 mmol) of N-phenyl-7-(4,4,5,5-tetramethyl-1,3,2-dioxaborolan-2-yl)-2,3-dihydro-1H-inden-1-amine, 2.90 g (8.40 mmol) of N-[(6-bromopyridin-2-yl)methyl]-2,6-diisopropylaniline, 0.48 g (0.40 mmol) of Pd(PPh3)4, and 120 ml of toluene. This mixture was stirred for 12 h at 70° C., then cooled to room temperature. T... The reactants are CC#N, O=[N+]([O-])c1ccc(F)c(Cl)c1, [K+], [OH-], OCc1ccccc1. The product is O=[N+]([O-])c1ccc(OCc2ccccc2)c(Cl)c1. RXN SMILES: [CH3:22][C:23]#[N:24].[Cl:3][c:4]1[cH:5][c:6]([N+:11](=[O:12])[O-:13])[cH:7][cH:8][c:9]1[F:10].[K+:2].[OH-:1].[OH:14][CH2:15][c:16]1[cH:17][cH:18][cH:19][cH:20][cH:21]1>>[Cl:3][c:4]1[cH:5][c:6]([N+:11](=[O:12])[O-:13])[cH:7][cH:8][c:9]1[O:14][CH2:15][c:16]1[cH:17][cH:18][cH:19][cH:20][cH:21]1. Starting materials: [Br-], COC(=O)c1ccc(C=O)cc1, [Mg+]c1ccccc1. The product is COC(=O)c1ccc(C(O)c2ccccc2)cc1. Reaction SMILES: [Br-:1].[CH:9](=[O:10])[c:11]1[cH:12][cH:13][c:14]([C:15](=[O:16])[O:17][CH3:18])[cH:19][cH:20]1.[c:2]1([Mg+:8])[cH:3][cH:4][cH:5][cH:6][cH:7]1>>[c:2]1([CH:9]([OH:10])[c:11]2[cH:12][cH:13][c:14]([C:15](=[O:16])[O:17][CH3:18])[cH:19][cH:20]2)[cH:3][cH:4][cH:5][cH:6][cH:7]1. The reactants are C(C)C=1C=C(C=CC1CC)C[C@H](C(=O)O)NC(=O)N1CCC(CC1)N1C(NC2=C(CC1)C=CC=C2)=O ((R)-3-(3,4-diethyl-phenyl)-2-{[4-(2-oxo-1,2,4,5-tetrahydro-1,3-benzodiazepin-3-yl)-piperidine-1-carbonyl]-amino}-propionic acid), Cl.Cl.Cl.CN1C2CC(CC1CC2)N2CCNCC2 (8-methyl-3-piperazin-1-yl-8-aza-bicyclo[3.2.1]octane trihydrochloride). The product is C(C)C=1C=C(C[C@H](C(=O)N2CCN(CC2)C2CC3CCC(C2)N3C)NC(=O)N3CCC(CC3)N3C(NC2=C(CC3)C=CC=C2)=O)C=CC1CC (4-(2-oxo-1,2,4,5-tetrahydro-1,3-benzodiazepin-3-yl)-piperidine-1-carboxylic acid-{(R)-1-(3,4-diethyl-benzyl)-2-[4-(8-methyl-8-aza-bicyclo[3.2.1]oct-3-yl)-piperazin-1-yl]-2-oxo-ethyl}-amide). As a reaction SMILES: [CH2:1]([C:3]1[CH:4]=[C:5]([CH2:11][C@@H:12]([NH:16][C:17]([N:19]2[CH2:24][CH2:23][CH:22]([N:25]3[CH2:31][CH2:30][C:29]4[CH:32]=[CH:33][CH:34]=[CH:35][C:28]=4[NH:27][C:26]3=[O:36])[CH2:21][CH2:20]2)=[O:18])[C:13](O)=[O:14])[CH:6]=[CH:7][C:8]=1[CH2:9][CH3:10])[CH3:2].Cl.Cl.Cl.[CH3:40][N:41]1[CH:46]2[CH2:47][CH2:48][CH:42]1[CH2:43][CH:44]([N:49]1[CH2:54][CH2:53][NH:52][CH2:51][CH2:50]1)[CH2:45]2>>[CH2:1]([C:3]1[CH:4]=[C:5]([CH:6]=[CH:7][C:8]=1[CH2:9][CH3:10])[CH2:11][C@@H:12]([NH:16][C:17]([N:19]1[CH2:24][CH2:23][CH:22]([N:25]2[CH2:31][CH2:30][C:29]3[CH:32]=[CH:33][CH:34]=[CH:35][C:28]=3[NH:27][C:26]2=[O:36])[CH2:21][CH2:20]1)=[O:18])[C:13]([N:52]1[CH2:53][CH2:54][N:49]([CH:44]2[CH2:45][CH:46]3[N:41]([CH3:40])[CH:42]([CH2:48][CH2:47]3)[CH2:43]2)[CH2:50][CH2:51]1)=[O:14])[CH3:2] |f:1.2.3.4|. Reported procedure: Prepared analogously to Example 9i) from 400 mg (0.81 mmol) (R)-3-(3,4-diethyl-phenyl)-2-{[4-(2-oxo-1,2,4,5-tetrahydro-1,3-benzodiazepin-3-yl)-piperidine-1-carbonyl]-amino}-propionic acid and 320 mg (1.00 mmol) 8-methyl-3-piperazin-1-yl-8-aza-bicyclo[3.2.1]octane trihydrochloride. As a reaction SMILES: [C:1]([Si:2]([CH3:3])([CH3:4])[O:8][CH2:9][c:10]1[cH:11][c:12]([O:20][CH2:21][CH3:22])[c:13]([F:19])[c:14]([O:16][CH2:17][CH3:18])[cH:15]1)([CH3:5])([CH3:6])[CH3:7].[CH3:23][OH:24]>>[OH:8][CH2:9][c:10]1[cH:11][c:12]([O:20][CH2:21][CH3:22])[c:13]([F:19])[c:14]([O:16][CH2:17][CH3:18])[cH:15]1. Starting materials: CCOc1cc(CO[Si](C)(C)C(C)(C)C)cc(OCC)c1F, CO. The product is CCOc1cc(CO)cc(OCC)c1F.